This data is from the Open Reaction Database (ORD), a public repository of structured organic reaction records. The task is: describe an organic reaction: reactants, conditions, products, and yield Starting materials: ClC1=C(C(=O)O)C=C(C=C1)S(=O)(=O)N1CCC(CC1)CCl (2-Chloro-5-(4-chloromethylpiperidinosulfonyl)benzoic acid), [OH-].[Na+] (sodium hydroxide), Cl (hydrochloric acid). Solvent: O (water). The product is ClC1=C(C(=O)O)C=C(C=C1)S(=O)(=O)N1CCC(CC1)=C (2-Chloro-5-(4-methylenepiperidinosulfonyl)benzoic acid). RXN SMILES: [Cl:1][C:2]1[CH:10]=[CH:9][C:8]([S:11]([N:14]2[CH2:19][CH2:18][CH:17]([CH2:20]Cl)[CH2:16][CH2:15]2)(=[O:13])=[O:12])=[CH:7][C:3]=1[C:4]([OH:6])=[O:5].[OH-].[Na+].Cl>O>[Cl:1][C:2]1[CH:10]=[CH:9][C:8]([S:11]([N:14]2[CH2:19][CH2:18][C:17](=[CH2:20])[CH2:16][CH2:15]2)(=[O:13])=[O:12])=[CH:7][C:3]=1[C:4]([OH:6])=[O:5] |f:1.2|. Procedure details: 2-Chloro-5-(4-chloromethylpiperidinosulfonyl)benzoic acid (0.5 g.) is dissolved in 10 ml. of 5 N sodium hydroxide and refluxed for one hour. 10 ml. of water is then added and the mixture is acidified with concentrated hydrochloric acid. The precipitated solid is chromatographed on a 10 g. silica gel column with a developing solvent system of 1:7 benzene:hexane containing 5% acetic acid. 2-Chloro-5-(4-methylenepiperidinosulfonyl)benzoic acid, m.p. 157°-160° C., is isolated from the first fraction... The reactants are ( 10 ), 1003m, 1322m, ( 1 ), ( 1 ), CC(C(C(=O)OCCC(CCC=C(C)C)C)=O)CC (3,7-Dimethyl-6-octenyl 3-Methyl-2-oxopentanoate), ( 10 ), ( 4 ), ( 28 ), ( 20 ), 1379m, ( 4 ), 1451m, 1246w, C(C)(C)C1=C(C(=O)C2=C(C(=O)OC\C=C(/C)\CCC=C(C)C)C=CC=C2)C=CC(=C1)C(C)C (Geranyl 2-(2′,4′-diisopropylbenzoyl)benzoate), C(C)(C)C1=C(C(=O)C2=C(C(=O)OC\C=C(/C)\CCC=C(C)C)C=CC=C2)C=CC=C1 (Geranyl 2-(2′-isopropylbenzoyl)benzoate), ( 4 ), ( 4 ), ( 11 ), 941w, 998m, 1313m, 1693s, C(C)(C)C1=C(C(=O)C2=C(C(=O)OC\C=C(/C)\CCC=C(C)C)C=CC=C2)C=CC(=C1)C(C)C (Geranyl 2-(2′,4′-diisopropylbenzoyl)benzoate), 1738s, 3065w, 831w, C(C)(C)C1=C(C(=O)C2=C(C(=O)OC\C=C(/C)\CCC=C(C)C)C=CC=C2)C=CC(=C1)C(C)C (Geranyl 2-(2′,4′-diisopropylbenzoyl)benzoate), 1175s, 1042w, ( 12 ), C(C)(C)C1=C(C(=O)C2=C(C(=O)OC\C=C(/C)\CCC=C(C)C)C=CC=C2)C=CC(=C1)C(C)C (Geranyl 2-(2′,4′-diisopropylbenzoyl)benzoate), ( 10 ), ( 1 ), ( 1 ), 1122w, ( 10 ), C(C)(C)C1=C(C(=O)C2=C(C(=O)OC\C=C(/C)\CCC=C(C)C)C=CC=C2)C=CC(=C1)C(C)C (Geranyl 2-(2′,4′-diisopropylbenzoyl)benzoate), ( 24 ), ( 1 ), ( 8 ), C(C)(C)C1=C(C(=O)C2=C(C(=O)OC\C=C(/C)\CCC=C(C)C)C=CC=C2)C=CC=C1 (Geranyl 2-(2′-isopropylbenzoyl)benzoate), C(C)(C)C1=C(C(=O)C2=C(C(=O)OC\C=C(/C)\CCC=C(C)C)C=CC=C2)C=CC(=C1)C(C)C (Geranyl 2-(2′,4′-diisopropylbenzoyl)benzoate), C(C)(C)C1=C(C(=O)C2=C(C(=O)OC\C=C(/C)\CCC=C(C)C)C=CC=C2)C=CC(=C1)C(C)C (Geranyl 2-(2′,4′-diisopropylbenzoyl)benzoate), CC(C(C(=O)OCCC(CCC=C(C)C)C)=O)CC (3,7-Dimethyl-6-octenyl 3-Methyl-2-oxopentanoate), 1198s, ( 26 ), ( 4 ), 1597m, 2926s, ( 11 ), C(C)(C)C1=C(C(=O)C2=C(C(=O)OC\C=C(/C)\CCC=C(C)C)C=CC=C2)C=CC(=C1)C(C)C (Geranyl 2-(2′,4′-diisopropylbenzoyl)benzoate), C(C)(C)C1=C(C(=O)C2=C(C(=O)OC\C=C(/C)\CCC=C(C)C)C=CC=C2)C=CC(=C1)C(C)C (Geranyl 2-(2′,4′-diisopropylbenzoyl)benzoate), 2962s, ( 40 ), 1581m, 2872m, 1300m, ( 100 ), ( 36 ), ( 1 ), 1030w, ( 9 ), 2855m. Run in CCCCCC (hexane). Product: O=C(C(=O)OCCC(CCC=C(C)C)C)C1=CC=CC=C1 (3,7-Dimethyl-6-octenyl Oxo(phenyl)acetate). RXN SMILES: [CH:1](C1C=C(C(C)C)C=CC=1C(C1C=CC=CC=1C(OC/C=C(/CCC=C(C)C)\C)=O)=O)(C)[CH3:2].C(C1C=CC=CC=1C(C1C=CC=CC=1C(OC/C=C(/CCC=C(C)C)\C)=O)=O)(C)C.[CH3:64][CH:65]([CH2:81][CH3:82])[C:66](=[O:80])[C:67]([O:69][CH2:70][CH2:71][CH:72]([CH3:79])[CH2:73][CH2:74][CH:75]=[C:76]([CH3:78])[CH3:77])=[O:68]>CCCCCC>[O:80]=[C:66]([C:65]1[CH:64]=[CH:2][CH:1]=[CH:82][CH:81]=1)[C:67]([O:69][CH2:70][CH2:71][CH:72]([CH3:79])[CH2:73][CH2:74][CH:75]=[C:76]([CH3:77])[CH3:78])=[O:68]. Procedure: UV/Vis (hexane): 370 (sh, 30), 352 (40), 340 (sh, 40), 294 (sh, 1020), 252 (10350), 248 (10360). IR (neat): 3065w, 2962s, 2926s, 2872m, 2855m, 1738s, 1693s, 1597m, 1581m, 1451m, 1379m, 1322m, 1313m, 1300m, 1246w, 1198s, 1175s, 1122w, 1042w, 1030w, 1003m, 998m, 941w, 831w. 1H NMR (360 MHz, CDCl3): 8.04-7.97 (m, 2H); 7.69.7.62 (m, 1H); 7.55-7.45 (m, 2H); 5.12-5.03 (m, 1H); 4.50-4.36 (m, 2H); 2.15-1.90 (m, 2H); 1.90-1.75 (m, 1H); 1.75-1.50 (m, 2H); 1.66 (s, 3H); 1.59 (s, 3H); 1.45-1.32 (m, 1H); 1.3... Starting materials: O=P12OP3(=O)OP(=O)(O1)OP(=O)(O2)O3 (diphosphorus pentaoxide), ice water, N (ammonia), C[Si](O[Si](C)(C)C)(C)C (hexamethyldisiloxane), ClC1=NC(=NC(=C1)NNC(=O)C=1OC=CC1)SC (N-(4-Chloro-2-methylthiopyrimidin-6-yl)-N′-(2-furoyl)hydrazine). Solvent: C=1(C(=CC=CC1)C)C (xylene). Conditions: temperature 90 celsius. Yields the product ClC1=CC=2N(C(=N1)SC)C(=NN2)C=2OC=CC2 (7-Chloro-3-(2-furyl)-5-methylthio[1,2,4]triazolo[4,3-c]pyrimidine). Yield: 78.4%. As a reaction SMILES: O=P12OP3(OP(OP(O3)(O1)=O)(=O)O2)=O.C[Si](C)(C)O[Si](C)(C)C.[Cl:24][C:25]1[CH:30]=[C:29]([NH:31][NH:32][C:33]([C:35]2[O:36][CH:37]=[CH:38][CH:39]=2)=O)[N:28]=[C:27]([S:40][CH3:41])[N:26]=1.N>C1(C)C(C)=CC=CC=1>[Cl:24][C:25]1[N:26]=[C:27]([S:40][CH3:41])[N:28]2[C:33]([C:35]3[O:36][CH:37]=[CH:38][CH:39]=3)=[N:32][N:31]=[C:29]2[CH:30]=1. Reported procedure: In an argon atmosphere, 225 g (1.58 mol) of diphosphorus pentaoxide was suspended in 320 mL of xylene, and 340 mL (256 g, 1.58 mol) of hexamethyldisiloxane was added thereto, followed by heating at 90° C. for about 1.5 hours. After the contents were almost dissolved, 90 g (316 mmol) of Compound A was added thereto, followed by heating at 160° C. for another 2 hours. After completion of the reaction, the reaction solution was cooled, and ice-water was added thereto. Then, the mixture was made alk... RXN SMILES: SCC[OH:4].CCCCCC[CH2:11][CH2:12][CH2:13][CH2:14][CH2:15][CH2:16][O:17]S([O-])(=O)=O.[Na+].C(O)[C:24]([NH2:29])([CH2:27]O)[CH2:25][OH:26].Cl>>[NH2:29][C@H:24]([C:25]([OH:26])=[O:4])[CH2:27][C:13]1[CH:12]=[CH:11][C:16]([OH:17])=[CH:15][CH:14]=1 |f:1.2,3.4|. Yields the product N[C@@H](CC1=CC=C(C=C1)O)C(=O)O (Tyrosine). Reported procedure: The transfectants were cultured in RPMI 1640 medium supplemented with 10% FCS (GIBCO), and then centrifuged at 1000 rpm for 5 minutes to recover 2×107 cells. The cell pellets were washed with PBS, dissolved in lysis buffer (20 mM Tris-HCl, pH 7.5, 150 mM NaCl, 2 mM EDTA, Nonidet P-40, 50 mM NaF, 10 mg/ml aprotinin, 10 mg/ml leupeptin, 1 mM Na3VO4, 50 mM Na2MoO4, 1 mM phenylmethylsulfonyl fluoride (PMSF)), allowed to stand for 1 hour at 4° C., then centrifuged at 15000 rpm for 30 minutes. Rabbit ... Reactants: SCCO (2-mercaptoethanol), CCCCCCCCCCCCOS(=O)(=O)[O-].[Na+] (SDS), C(C(CO)(CO)N)O.Cl (Tris-HCl). Run at temperature 4 celsius, time 5 minute. Reactants: C[Al](C)C, CCCCCC, COC(=O)c1nnsc1CO[Si](C(C)C)(C(C)C)C(C)C, Nc1ccc(F)c(Cl)c1, ClCCl. The product is CC(C)[Si](OCc1snnc1C(=O)Nc1ccc(F)c(Cl)c1)(C(C)C)C(C)C. Reaction SMILES: [CH3:34][Al:35]([CH3:36])[CH3:37].[CH3:38][CH2:39][CH2:40][CH2:41][CH2:42][CH3:43].[CH:1]([CH3:2])([CH3:3])[Si:4]([O:5][CH2:6][c:7]1[c:8]([C:12]([O:14][CH3:13])=[O:15])[n:9][n:10][s:11]1)([CH:16]([CH3:17])[CH3:18])[CH:19]([CH3:20])[CH3:21].[Cl:22][c:23]1[cH:24][c:25]([NH2:26])[cH:27][cH:28][c:29]1[F:30].[Cl:31][CH2:32][Cl:33]>>[CH:1]([CH3:2])([CH3:3])[Si:4]([O:5][CH2:6][c:7]1[c:8]([C:12](=[O:14])[NH:26][c:25]2[cH:24][c:23]([Cl:22])[c:29]([F:30])[cH:28][cH:27]2)[n:9][n:10][s:11]1)([CH:16]([CH3:17])[CH3:18])[CH:19]([CH3:20])[CH3:21]. The reactants are ClC1=C(C(=O)O)C=C(C=C1)F (2-chloro-5-fluorobenzoic acid), CO (methanol), OS(=O)(=O)O (H2SO4). The product is ClC1=C(C(=O)OC)C=C(C=C1)F (Methyl 2-chloro-5-fluorobenzoate). As a reaction SMILES: [Cl:1][C:2]1[CH:10]=[CH:9][C:8]([F:11])=[CH:7][C:3]=1[C:4]([OH:6])=[O:5].OS(O)(=O)=O.[CH3:17]O>>[Cl:1][C:2]1[CH:10]=[CH:9][C:8]([F:11])=[CH:7][C:3]=1[C:4]([O:6][CH3:17])=[O:5]. Procedure: To a solution of 2-chloro-5-fluorobenzoic acid (22) (35.0 g, 200 mmol) in methanol (350 mL) was added cone. H2SO4 (5 mL). The mixture was heated at reflux for 24 h. Most of the solvent was evaporated, and the resulting mixture was diluted with water (300 mL). The mixture was extracted with EtOAc (150 mL×2). The combined extracts were washed with saturated NaHCO3 and brine, dried over MgSO4, and concentrated to give methyl 2-chloro-5-fluorobenzoate (23). Starting materials: C(C)(C)(C)OC(=O)N1CCCC2=CC=C(C=C12)C(C)=NO (7-(1-hydroxyiminoethyl)-3,4-dihydro-2H-quinoline-1-carboxylic acid tert-butyl ester). Reagents/catalysts: [Ni].O (RaNi H2O). Run in CO (MeOH). Run at time 3 hour. The product is C(C)(C)(C)OC(=O)N1CCCC2=CC=C(C=C12)C(C)N ((±)-7-(1-Aminoethyl)-3,4-dihydro-2H-quinoline-1-carboxylic acid tert-butyl ester). Isolated yield 75.7%. As a reaction SMILES: [C:1]([O:5][C:6]([N:8]1[C:17]2[C:12](=[CH:13][CH:14]=[C:15]([C:18](=[N:20]O)[CH3:19])[CH:16]=2)[CH2:11][CH2:10][CH2:9]1)=[O:7])([CH3:4])([CH3:3])[CH3:2]>CO.[Ni].O>[C:1]([O:5][C:6]([N:8]1[C:17]2[C:12](=[CH:13][CH:14]=[C:15]([CH:18]([NH2:20])[CH3:19])[CH:16]=2)[CH2:11][CH2:10][CH2:9]1)=[O:7])([CH3:4])([CH3:2])[CH3:3] |f:2.3|. Procedure details: A solution of 7-(1-hydroxyiminoethyl)-3,4-dihydro-2H-quinoline-1-carboxylic acid tert-butyl ester (1.0 g, 3.44 mmol) in MeOH (50 ml) was hydrogenated for 1 h under a pressure of 44 psi, in presence of 50% RaNi/H2O (2 mL). Additional catalyst was added (1 mL) and the hydrogenation proceeded for 3 hours. The catalyst was filtered off and filtrate evaporated. The crude product was chromatographed (SiO2, 15% of 2.0M NH3/MeOH in CH3CN) to provide 0.72 g (76%) of the title compound as a white solid. m... The reactants are COCc1ccoc1CN(C)C, CC(=O)O, Cl, [Na+], [Na+], O=C([O-])[O-]. The product is COCc1cc(CO)oc1CN(C)C. RXN SMILES: [CH3:1][O:2][CH2:3][c:4]1[c:5]([CH2:9][N:10]([CH3:11])[CH3:12])[o:6][cH:7][cH:8]1.[CH3:20][C:21](=[O:22])[OH:23].[ClH:13].[Na+:14].[Na+:15].[O-:16][C:17](=[O:18])[O-:19]>>[CH3:1][O:2][CH2:3][c:4]1[c:5]([CH2:9][N:10]([CH3:11])[CH3:12])[o:6][c:7]([CH2:17][OH:16])[cH:8]1. Reactants: C(CC1=CC=CC=C1)NC(C(=CC1=C(C=C(C(=C1)OC)OC)N)C)=O (3-(2-amino-4,5-dimethoxyphenyl)-2-methyl-2-propenoic acid phenethyl amide), NC1=C(C=C(C(=C1)OC)OC)C=C(C(=O)O)C (3-(2-amino-4,5-dimethoxyphenyl)-2-methyl-2-propenoic acid), C1=CC(=CC=C1[N+](=O)[O-])O (p-nitrophenol), CN(C)C1=NC=CC=C1 (dimethylaminopyridine), Cl.C(C)N=C=NCCCN(C)C (1-ethyl-3-(3-dimethylaminopropyl)-carbodiimide hydrochloride). The solvent is ClCCl (dichloromethane), CCCCCC.C(C)(=O)OCC (n-hexane ethyl acetate). Yields the product [N+](=O)([O-])C1=CC=C(C=C1)OC(C(=CC1=C(C=C(C(=C1)OC)OC)N)C)=O (3-(2-amino-4,5-dimethoxyphenyl)-2-methyl-2-propenoic acid p-nitrophenyl ester), crystal. Yield: 12.0%. Reaction SMILES: C(N[C:10](=[O:25])[C:11]([CH3:24])=[CH:12][C:13]1[CH:18]=[C:17]([O:19][CH3:20])[C:16]([O:21][CH3:22])=[CH:15][C:14]=1[NH2:23])CC1C=CC=CC=1.NC1C=C(OC)C(OC)=CC=1C=C(C)C(O)=O.[CH:43]1[C:48]([N+:49]([O-:51])=[O:50])=[CH:47][CH:46]=[C:45]([OH:52])[CH:44]=1.CN(C1C=CC=CN=1)C.Cl.C(N=C=NCCCN(C)C)C>CCCCCC.C(OCC)(=O)C.ClCCl>[N+:49]([C:48]1[CH:43]=[CH:44][C:45]([O:52][C:10](=[O:25])[C:11]([CH3:24])=[CH:12][C:13]2[CH:18]=[C:17]([O:19][CH3:20])[C:16]([O:21][CH3:22])=[CH:15][C:14]=2[NH2:23])=[CH:46][CH:47]=1)([O-:51])=[O:50] |f:4.5,6.7|. Reported procedure: Into 20 ml of dichloromethane, 0.82 g (3.5 mmol) of (E) 3-(2-amino-4,5-dimethoxyphenyl)-2-methyl-2-propenoic acid and 0.97 g (7 mmol) of p-nitrophenol (manufactured by Wako Pure Chemical Industries, Ltd.) were dissolved, and 40 mg of dimethylaminopyridine (manufactured by Wako Pure Chemical Industries, Ltd.) were added thereto. While this mixture was stirred under cooling with ice, 0.81 g (4.2 mmol) of 1-ethyl-3-(3-dimethylaminopropyl)-carbodiimide hydrochloride (EDC/HCl) (manufactured by Wako P... Starting materials: CC(C)([O-])C.[K+] (Potassium t-butoxide), ClC=1C=C(C=CC1Cl)C=C (3,4-dichlorophenylethylene), C(Br)(Br)Br (bromoform). Solvent: petroleum ether, O (water). Reaction conditions: temperature -30 celsius, time 30 minute. The product is BrC1(C(C1)C1=CC(=C(C=C1)Cl)Cl)Br (1,1-dibromo-2-(3,4-dichlorophenyl)cyclopropane). Reaction SMILES: CC(C)([O-])C.[K+].[Cl:7][C:8]1[CH:9]=[C:10]([CH:15]=[CH2:16])[CH:11]=[CH:12][C:13]=1[Cl:14].[CH:17]([Br:20])(Br)[Br:18]>O>[Br:18][C:17]1([Br:20])[CH2:16][CH:15]1[C:10]1[CH:11]=[CH:12][C:13]([Cl:14])=[C:8]([Cl:7])[CH:9]=1 |f:0.1|. Procedure details: Potassium t-butoxide (5.1 g.) was added to a stirred mixture of 3,4-dichlorophenylethylene (6.1 g.), bromoform (8.9 g.) and petroleum ether (b.p. 60°-80° C.; 100 ml.) which was cooled to -30° C., and the mixture was stirred at that temperature for 30 minutes, then at laboratory temperature for 17 hours and then poured into water. The mixture was extracted with ethyl acetate and the extract was washed with saturated aqueous sodium chloride solution, dried over magnesium sulphate and evaporated to...